Dataset: the Open Reaction Database (ORD), a public repository of structured organic reaction records. Task: describe an organic reaction: reactants, conditions, products, and yield Product: c1ccc(CCCCCOCC2CO2)cc1. As a reaction SMILES: [Br:13][CH2:14][CH:15]1[CH2:16][O:17]1.[CH3:20][N:21]([CH3:22])[CH:23]=[O:24].[H-:18].[Na+:19].[c:1]1([CH2:7][CH2:8][CH2:9][CH2:10][CH2:11][OH:12])[cH:2][cH:3][cH:4][cH:5][cH:6]1>>[c:1]1([CH2:7][CH2:8][CH2:9][CH2:10][CH2:11][O:12][CH2:14][CH:15]2[CH2:16][O:17]2)[cH:2][cH:3][cH:4][cH:5][cH:6]1. The reactants are BrCC1CO1, CN(C)C=O, [H-], [Na+], OCCCCCc1ccccc1.